From a dataset of the Open Reaction Database (ORD), a public repository of structured organic reaction records. describe an organic reaction: reactants, conditions, products, and yield Reactants: COC1=CC(=C(N)C=C1)[N+](=O)[O-] (4-methoxy-2-nitroaniline), N(=O)[O-].[Na+] (sodium nitrite), C1(O)=CC(O)=CC=C1 (resorcinol). Solvent: Cl (HCl), O (water), C(C)O (ethanol), O (water). Reaction conditions: time 2 hour. Product: COC1=CC(=C(C=C1)N=NC1=C(C=C(C=C1)O)O)[N+](=O)[O-] (4-(4-methoxy-2-nitrophenylazo)benzene-1,3-diol). Yield: 74.0%. RXN SMILES: [CH3:1][O:2][C:3]1[CH:9]=[CH:8][C:6]([NH2:7])=[C:5]([N+:10]([O-:12])=[O:11])[CH:4]=1.[N:13]([O-])=O.[Na+].[C:17]1([CH:24]=[CH:23][CH:22]=[C:20]([OH:21])[CH:19]=1)[OH:18]>Cl.O.C(O)C>[CH3:1][O:2][C:3]1[CH:9]=[CH:8][C:6]([N:7]=[N:13][C:22]2[CH:23]=[CH:24][C:17]([OH:18])=[CH:19][C:20]=2[OH:21])=[C:5]([N+:10]([O-:12])=[O:11])[CH:4]=1 |f:1.2|. Reported procedure: A solution of diazonium salt, obtained beforehand by diazotization of 67.2 g (equivalent to 0.4 mol) of 4-methoxy-2-nitroaniline contained in 150 ml of concentrated HCl with a sodium nitrite solution containing 28 g (equivalent to 0.4 mol) in 100 ml of water at 0°-5° C., was added at a temperature of between 5° and 10° C. and over one hour into a reactor containing 44 g (equivalent to 0.4 mol) of resorcinol dissolved in a mixture of 400 ml of ethanol and 400 ml of water. The mixture was maintain... The reactants are CCCCc1nc(C(O)C(C)(C)C)c(C#N)n1Cc1ccc(-c2ccccc2-c2nnnn2C(c2ccccc2)(c2ccccc2)c2ccccc2)cc1, CC(=O)O. The product is CCCCc1nc(C(O)C(C)(C)C)c(C#N)n1Cc1ccc(-c2ccccc2-c2nnn[nH]2)cc1. As a reaction SMILES: [CH2:1]([CH2:2][CH2:3][CH3:4])[c:5]1[n:6]([CH2:18][c:19]2[cH:20][cH:21][c:22](-[c:25]3[c:26](-[c:31]4[n:32][n:33][n:34][n:35]4[C:36]([c:37]4[cH:38][cH:39][cH:40][cH:41][cH:42]4)([c:43]4[cH:44][cH:45][cH:46][cH:47][cH:48]4)[c:49]4[cH:50][cH:51][cH:52][cH:53][cH:54]4)[cH:27][cH:28][cH:29][cH:30]3)[cH:23][cH:24]2)[c:7]([C:16]#[N:17])[c:8]([CH:10]([C:11]([CH3:12])([CH3:13])[CH3:14])[OH:15])[n:9]1.[CH3:55][C:56](=[O:57])[OH:58]>>[CH2:1]([CH2:2][CH2:3][CH3:4])[c:5]1[n:6]([CH2:18][c:19]2[cH:20][cH:21][c:22](-[c:25]3[c:26](-[c:31]4[n:32][n:33][n:34][nH:35]4)[cH:27][cH:28][cH:29][cH:30]3)[cH:23][cH:24]2)[c:7]([C:16]#[N:17])[c:8]([CH:10]([C:11]([CH3:12])([CH3:13])[CH3:14])[OH:15])[n:9]1.